From a dataset of the Open Reaction Database (ORD), a public repository of structured organic reaction records. describe an organic reaction: reactants, conditions, products, and yield Starting materials: ClC1=CC=C(C=C1)NC(C1=C(C=CC(=C1)Cl)NC(=O)C1=C(C2=C(S1)C=CC=C2)CBr)=O (N-(4-chlorophenyl)-2-[((3-(bromomethyl)benzo[b]thien-2-yl)carbonyl)amino]-5-chlorobenzamide), Cl.CNC (dimethylamine hydrochloride). The solvent is C(Cl)Cl (methylene chloride), C(Cl)Cl (methylene chloride), C(C)#N (acetonitrile). Run at time 3.5 hour. Yields the product ClC1=CC=C(C=C1)NC(C1=C(C=CC(=C1)Cl)NC(=O)C1=C(C2=C(S1)C=CC=C2)CN(C)C)=O (N-(4-chlorophenyl)-2-[((3-(dimethylamino)methylbenzo[b]thien-2-yl)carbonyl)amino]-5-chlorobenzamide). Yield: 43.0%. As a reaction SMILES: [Cl:1][C:2]1[CH:7]=[CH:6][C:5]([NH:8][C:9](=[O:31])[C:10]2[CH:15]=[C:14]([Cl:16])[CH:13]=[CH:12][C:11]=2[NH:17][C:18]([C:20]2[S:24][C:23]3[CH:25]=[CH:26][CH:27]=[CH:28][C:22]=3[C:21]=2[CH2:29]Br)=[O:19])=[CH:4][CH:3]=1.Cl.[CH3:33][NH:34][CH3:35]>C(Cl)Cl.C(#N)C>[Cl:1][C:2]1[CH:7]=[CH:6][C:5]([NH:8][C:9](=[O:31])[C:10]2[CH:15]=[C:14]([Cl:16])[CH:13]=[CH:12][C:11]=2[NH:17][C:18]([C:20]2[S:24][C:23]3[CH:25]=[CH:26][CH:27]=[CH:28][C:22]=3[C:21]=2[CH2:29][N:34]([CH3:35])[CH3:33])=[O:19])=[CH:4][CH:3]=1 |f:1.2|. Procedure details: To a suspension of N-(4-chlorophenyl)-2-[((3-(bromomethyl)benzo[b]thien-2-yl)carbonyl)amino]-5-chlorobenzamide (0.075 g, 0.14 mmol) in methylene chloride (1.5 mL) in a pressure vessel was added dimethylamine hydrochloride (0.035 g, 0.43 mmol), followed by Bio-Rad AGI-X8 anion exchange resin (0.55 g, 0.7 mmol equivalents, OH- form). The vessel was sealed and the mixture was stirred at ambient temperature for 3.5 hours. The vessel was opened and the reaction mixture diluted with methylene chloride... The reactants are CC(C)(C)O, CS(=O)c1nccc(NC(N)=NCC(F)(F)F)n1, [H-], [Na+], OCCn1ccnc1. Product: NC(=NCC(F)(F)F)Nc1ccnc(OCCn2ccnc2)n1. Reaction SMILES: [C:29]([OH:30])([CH3:31])([CH3:32])[CH3:33].[F:1][C:2]([CH2:3][N:4]=[C:5]([NH:6][c:7]1[n:8][c:9]([S:13]([CH3:14])=[O:15])[n:10][cH:11][cH:12]1)[NH2:16])([F:17])[F:18].[H-:20].[Na+:19].[OH:21][CH2:22][CH2:23][n:24]1[cH:25][n:26][cH:27][cH:28]1>>[F:1][C:2]([CH2:3][N:4]=[C:5]([NH:6][c:7]1[n:8][c:9]([O:21][CH2:22][CH2:23][n:24]2[cH:25][n:26][cH:27][cH:28]2)[n:10][cH:11][cH:12]1)[NH2:16])([F:17])[F:18]. The product is O1C(=NC2=C1C=CC=C2)N(C)CCOC2=CC=C(C=C2)CC(C(=O)O)OC2=CC=C(C=C2)Cl (3-[4-[2-[N-(2-Benzoxazolyl)-N-methylamino]ethoxy]phenyl]-2-(4-chlorophenoxy)propanoic acid). Run in CO (methanol). The reactants are O1C(=NC2=C1C=CC=C2)N(C)CCOC2=CC=C(C=C2)CC(C(=O)OC)OC2=CC=C(C=C2)Cl (methyl 3-[4-[2-[N-(2-benzoxazolyl)-N-methylamino]ethoxy]phenyl]-2-(4-chlorophenoxy)propanoate). As a reaction SMILES: [O:1]1[C:5]2[CH:6]=[CH:7][CH:8]=[CH:9][C:4]=2[N:3]=[C:2]1[N:10]([CH2:12][CH2:13][O:14][C:15]1[CH:20]=[CH:19][C:18]([CH2:21][CH:22]([O:27][C:28]2[CH:33]=[CH:32][C:31]([Cl:34])=[CH:30][CH:29]=2)[C:23]([O:25]C)=[O:24])=[CH:17][CH:16]=1)[CH3:11]>CO>[O:1]1[C:5]2[CH:6]=[CH:7][CH:8]=[CH:9][C:4]=2[N:3]=[C:2]1[N:10]([CH2:12][CH2:13][O:14][C:15]1[CH:16]=[CH:17][C:18]([CH2:21][CH:22]([O:27][C:28]2[CH:29]=[CH:30][C:31]([Cl:34])=[CH:32][CH:33]=2)[C:23]([OH:25])=[O:24])=[CH:19][CH:20]=1)[CH3:11]. Procedure details: The title compound, mp 164°-5° C. (methanol), was prepared from methyl 3-[4-[2-[N-(2-benzoxazolyl)-N-methylamino]ethoxy]phenyl]-2-(4-chlorophenoxy)propanoate by a procedure analogous to that described in Example 2. The reactants are O=[N+]([O-])c1cnc(Cl)c(C(F)(F)F)c1, C1CCOC1. Yields the product Nc1cnc(Cl)c(C(F)(F)F)c1. RXN SMILES: [Cl:1][c:2]1[n:3][cH:4][c:5]([N+:12]([O-:13])=[O:14])[cH:6][c:7]1[C:8]([F:9])([F:10])[F:11].[O:15]1[CH2:16][CH2:17][CH2:18][CH2:19]1>>[Cl:1][c:2]1[n:3][cH:4][c:5]([NH2:12])[cH:6][c:7]1[C:8]([F:9])([F:10])[F:11]. Reactants: Cc1ccccc1, NC(=O)c1ccc(F)c2c1C=CCO2, I, O=N[O-], [Na+], [Na+], [Na+], O=S([O-])S(=O)(=O)[O-]. The product is NC(=O)c1ccc(F)c2c1C=C([N+](=O)[O-])CO2. As a reaction SMILES: [CH3:29][c:30]1[cH:31][cH:32][cH:33][cH:34][cH:35]1.[F:1][c:2]1[cH:3][cH:4][c:5]([C:12](=[O:13])[NH2:14])[c:6]2[c:11]1[O:10][CH2:9][CH:8]=[CH:7]2.[I:19].[N:15](=[O:16])[O-:17].[Na+:18].[Na+:27].[Na+:28].[S:20]([S:21]([O-:22])=[O:23])([O-:24])(=[O:25])=[O:26]>>[F:1][c:2]1[cH:3][cH:4][c:5]([C:12](=[O:13])[NH2:14])[c:6]2[c:11]1[O:10][CH2:9][C:8]([N+:15](=[O:16])[O-:17])=[CH:7]2. Reactants: [H-].[Na+] (Sodium hydride), CN1C(C2CCC3C2(CCC2C4(CCC(CC4=CCC32)O)C)C1)C (2,3,11a-Trimethyl-2,3,3a,4,5,5a,5b,6,8,9,10,11,11a,11b,12,13-hexadecahydro-1H-2-aza-pentaleno[1,6a-a]phenanthren-9-ol), IC (iodomethane). The solvent is CN(C)C=O (DMF). Conditions: time 8 hour. Yields the product COC1CCC2(C3CCC45C(C3CC=C2C1)CCC5C(N(C4)C)C)C (9-Methoxy-2,3,11a-trimethyl-2,3,3a,4,5,5a,5b,6,8,9,10,11,11a,11b,12,13-hexadecahydro-1H-2-aza-pentaleno[1,6a-a]phenanthrene). Isolated yield 38.4%. As a reaction SMILES: [CH3:1][N:2]1[CH2:23][C:8]23[CH2:9][CH2:10][CH:11]4[CH:20]([CH:7]2[CH2:6][CH2:5][CH:4]3[CH:3]1[CH3:24])[CH2:19][CH:18]=[C:17]1[C:12]4([CH3:22])[CH2:13][CH2:14][CH:15]([OH:21])[CH2:16]1.[H-].[Na+].I[CH3:28]>CN(C=O)C>[CH3:28][O:21][CH:15]1[CH2:16][C:17]2[C:12]([CH3:22])([CH:11]3[CH:20]([CH2:19][CH:18]=2)[CH:7]2[CH2:6][CH2:5][CH:4]4[CH:3]([CH3:24])[N:2]([CH3:1])[CH2:23][C:8]24[CH2:9][CH2:10]3)[CH2:13][CH2:14]1 |f:1.2|. Procedure: Compound 130A (30 mg, 0.091 mmol) was dissolved in 1.5 mL anhydrous DMF. Sodium hydride (60% dispersion in mineral oil, 6 mg, 0.137 mmol) was added and the mixture was stirred at room temperature for 1 hour before iodomethane (39 mg, 0.274 mmol) was added. The reaction mixture and stirred overnight, quenched with water and extracted with dichloromethane to give the crude product, which was purified on silica gel column eluted with 0.3% ammonium hydroxide and 5% methanol in dichloromethane to giv... The reactants are C1(CCCCC1)N (cyclohexylamine), mixture, CC=1C=C(C=CC1)NC=1C2=C(N=CN1)C=NC(=N2)S(=O)C (4-[(3-methylphenyl)amino]-6-methylsulphinyl-pyrimido[5,4-d]pyrimidine), CC=1C=C(C=CC1)NC=1C2=C(N=CN1)C=NC(=N2)S(=O)(=O)C (4-[(3-methylphenyl)amino]-6-methylsulphonylpyrimido[5,4-d]pyrimidine). The solvent is O1CCOCC1 (dioxane). Run at time 8 hour. Yields the product CC=1C=C(C=CC1)NC=1C2=C(N=CN1)C=NC(=N2)NC2CCCCC2 (4-[(3-Methylphenyl)amino]-6-(cyclohexylamino)-pyrimido[5,4-d]pyrimidine). As a reaction SMILES: [CH:1]1([NH2:7])[CH2:6][CH2:5][CH2:4][CH2:3][CH2:2]1.[CH3:8][C:9]1[CH:10]=[C:11]([NH:15][C:16]2[C:17]3[N:25]=[C:24](S(C)=O)[N:23]=[CH:22][C:18]=3[N:19]=[CH:20][N:21]=2)[CH:12]=[CH:13][CH:14]=1.CC1C=C(NC2C3N=C(S(C)(=O)=O)N=CC=3N=CN=2)C=CC=1>O1CCOCC1>[CH3:8][C:9]1[CH:10]=[C:11]([NH:15][C:16]2[C:17]3[N:25]=[C:24]([NH:7][CH:1]4[CH2:6][CH2:5][CH2:4][CH2:3][CH2:2]4)[N:23]=[CH:22][C:18]=3[N:19]=[CH:20][N:21]=2)[CH:12]=[CH:13][CH:14]=1. Procedure: 1.3 ml of cyclohexylamine are added to 0.4 g of a mixture of 4-[(3-methylphenyl)amino]-6-methylsulphinyl-pyrimido[5,4-d]pyrimidine and 4-[(3-methylphenyl)amino]-6-methylsulphonylpyrimido[5,4-d]pyrimidine in 10 ml of dioxane and the mixture is stirred at room temperature overnight. The reaction mixture is evaporated, water is added to the residue and the solid is filtered off with suction. The crude product is purified by chromatography over a silica gel column with petroleum ether/ethyl acetate ... Starting materials: C(C1=CC=CC=C1)NC(=O)C=1C(N(C=C(C1)I)CCCC)=O (1-butyl-5-iodo-2-oxo-1,2-dihydropridine-3-carboxylic acid benzylamide), C1(=CC=CC=C1)OB(O)O (phenyl boric acid), [Cl-].[NH4+] (ammonium chloride), C([O-])([O-])=O.[K+].[K+] (potassium carbonate). Reagents/catalysts: C=1C=CC(=CC1)[P](C=2C=CC=CC2)(C=3C=CC=CC3)[Pd]([P](C=4C=CC=CC4)(C=5C=CC=CC5)C=6C=CC=CC6)([P](C=7C=CC=CC7)(C=8C=CC=CC8)C=9C=CC=CC9)[P](C=1C=CC=CC1)(C=1C=CC=CC1)C=1C=CC=CC1 (Pd(PPh3)4). The solvent is CN(C)C=O (DMF), C(C)(=O)OCC (ethyl acetate). Reaction conditions: temperature 90 celsius, time 18 hour. Yields the product C(C1=CC=CC=C1)NC(=O)C=1C(N(C=C(C1)C1=CC=CC=C1)CCCC)=O (1-butyl-2-oxo-5-phenyl-1,2-dihydropridine-3-carboxylic acid benzylamide). Yield: 87.6%. Reaction SMILES: [CH2:1]([NH:8][C:9]([C:11]1[C:12](=[O:22])[N:13]([CH2:18][CH2:19][CH2:20][CH3:21])[CH:14]=[C:15](I)[CH:16]=1)=[O:10])[C:2]1[CH:7]=[CH:6][CH:5]=[CH:4][CH:3]=1.[C:23]1(OB(O)O)[CH:28]=[CH:27][CH:26]=[CH:25][CH:24]=1.C(=O)([O-])[O-].[K+].[K+].[Cl-].[NH4+]>CN(C=O)C.C1C=CC([P]([Pd]([P](C2C=CC=CC=2)(C2C=CC=CC=2)C2C=CC=CC=2)([P](C2C=CC=CC=2)(C2C=CC=CC=2)C2C=CC=CC=2)[P](C2C=CC=CC=2)(C2C=CC=CC=2)C2C=CC=CC=2)(C2C=CC=CC=2)C2C=CC=CC=2)=CC=1.C(OCC)(=O)C>[CH2:1]([NH:8][C:9]([C:11]1[C:12](=[O:22])[N:13]([CH2:18][CH2:19][CH2:20][CH3:21])[CH:14]=[C:15]([C:23]2[CH:28]=[CH:27][CH:26]=[CH:25][CH:24]=2)[CH:16]=1)=[O:10])[C:2]1[CH:7]=[CH:6][CH:5]=[CH:4][CH:3]=1 |f:2.3.4,5.6,^1:49,51,70,89|. Procedure details: To a solution of 1-butyl-5-iodo-2-oxo-1,2-dihydropridine-3-carboxylic acid benzylamide (3-067) (100 mg) in DMF (2.0 mL) were added Pd(PPh3)4 (20 mg), phenyl boric acid (89 mg), and an aqueous solution of potassium carbonate (2 mole/L, 0.24 mL) at room temperature. After stirred at 90° C. for 18 h, to the reaction mixture were added a saturated aqueous solution of ammonium chloride and ethyl acetate. The organic layer was separated and the aqueous layer was extracted three times with ethyl acetat...